From a dataset of the Open Reaction Database (ORD), a public repository of structured organic reaction records. describe an organic reaction: reactants, conditions, products, and yield The reactants are Intermediate 223, FC(C(=O)O)(F)F.C[C@H](CCC)OC=1NC(=C2N=C(N=C2N1)OC)N (2-{[(1R)-1-methylbutyl]oxy}-8-(methyloxy)-1H-purin-6-amine trifluoroacetate), BrCCCC1CC(OCC1)(C)C (4-(3-bromopropyl)-2,2-dimethyltetrahydro-2H-pyran). The product is CC1(OCCC(C1)CCCN1C2=NC(=NC(=C2N=C1OC)N)O[C@@H](CCC)C)C (9-[3-(2,2-Dimethyltetrahyro-2H-pyran-4-yl)propyl]-2-{[(1R)-1-methylbutyl]oxy}-8-(methyloxy)-9H-purin-6-amine). As a reaction SMILES: FC(F)(F)C(O)=O.[CH3:8][C@@H:9]([O:13][C:14]1[NH:15][C:16]([NH2:25])=[C:17]2[C:21]([N:22]=1)=[N:20][C:19]([O:23][CH3:24])=[N:18]2)[CH2:10][CH2:11][CH3:12].Br[CH2:27][CH2:28][CH2:29][CH:30]1[CH2:35][CH2:34][O:33][C:32]([CH3:37])([CH3:36])[CH2:31]1>>[CH3:36][C:32]1([CH3:37])[CH2:31][CH:30]([CH2:29][CH2:28][CH2:27][N:20]2[C:19]([O:23][CH3:24])=[N:18][C:17]3[C:21]2=[N:22][C:14]([O:13][C@H:9]([CH3:8])[CH2:10][CH2:11][CH3:12])=[N:15][C:16]=3[NH2:25])[CH2:35][CH2:34][O:33]1 |f:0.1|. Procedure: Prepared similarly to Intermediate 223 from 2-{[(1R)-1-methylbutyl]oxy}-8-(methyloxy)-1H-purin-6-amine trifluoroacetate and 4-(3-bromopropyl)-2,2-dimethyltetrahydro-2H-pyran but conducting the alkylation over 1 hour at 60° C. Reactants: Cl (hydrochloric acid), COC(NC=1C(=NC(=NC1N)C1=NNC2=NC=CC=C21)N)=O (Methyl[4,6-diamino-2-(1H-pyrazolo[3,4-b]pyridin-3-yl)pyrimidin-5-yl]carbamate), BrCC1CCCCC1 (bromomethylcyclohexane), C([O-])([O-])=O.[Cs+].[Cs+] (cesium carbonate). Run in CN(C=O)C (dimethylformamide). Conditions: time 8 hour. Yields the product COC(NC=1C(=NC(=NC1N)C1=NN(C2=NC=CC=C21)CC2CCCCC2)N)=O (Methyl[4,6-diamino-2-(1-cyclohexylmethyl-1H-pyrazolo[3,4-b]pyridin-3-yl)pyrimidin-5-yl]carbamate). Reaction SMILES: [CH3:1][O:2][C:3](=[O:22])[NH:4][C:5]1[C:6]([NH2:21])=[N:7][C:8]([C:12]2[C:20]3[C:15](=[N:16][CH:17]=[CH:18][CH:19]=3)[NH:14][N:13]=2)=[N:9][C:10]=1[NH2:11].Br[CH2:24][CH:25]1[CH2:30][CH2:29][CH2:28][CH2:27][CH2:26]1.C(=O)([O-])[O-].[Cs+].[Cs+].Cl>CN(C)C=O>[CH3:1][O:2][C:3](=[O:22])[NH:4][C:5]1[C:10]([NH2:11])=[N:9][C:8]([C:12]2[C:20]3[C:15](=[N:16][CH:17]=[CH:18][CH:19]=3)[N:14]([CH2:24][CH:25]3[CH2:30][CH2:29][CH2:28][CH2:27][CH2:26]3)[N:13]=2)=[N:7][C:6]=1[NH2:21] |f:2.3.4|. Reported procedure: 330 mg (1.1 mmol) of the compound of Example 1A and 212 mg (1.2 mmol) of bromomethylcyclohexane were initially charged in 5 ml of dimethylformamide, 389 mg (1.2 mmol) of cesium carbonate were added and the resulting mixture was stirred at RT overnight. 0.5 ml of 1N hydrochloric acid was added, and the entire solution was separated by HPLC (Method 5). The appropriate fractions were freed from volatile components on a rotary evaporator, and the residue was dried under high vacuum. This gave 60 mg ...